Task: describe an organic reaction: reactants, conditions, products, and yield. Dataset: the Open Reaction Database (ORD), a public repository of structured organic reaction records Reactants: ClC1=NC=C(C=C1N)F (2-chloro-5-fluoro-3-amino-pyridine), C(C)(C)(C)OC(=O)N1CCC(=CC1)B1OC(C(O1)(C)C)(C)C (4-(4,4,5,5-tetramethyl-[1,3,2]dioxaborolan-2-yl)-3,6-dihydro-2H-pyridine-1-carboxylic acid tert-butyl ester), C([O-])([O-])=O.[Na+].[Na+] (sodium carbonate). Reagents/catalysts: Cl[Pd]([P](C1=CC=CC=C1)(C2=CC=CC=C2)C3=CC=CC=C3)([P](C4=CC=CC=C4)(C5=CC=CC=C5)C6=CC=CC=C6)Cl (bis(triphenylphosphine)palladium(II) chloride). The solvent is O1CCOCC1 (dioxane), O (water). Yields the product C(C)(C)(C)OC(=O)N1CCC(=CC1)C1=NC=C(C=C1N)F (3-amino-5-fluoro-3′,6′-dihydro-2′H-[2,4]bipyridinyl-1′-carboxylic acid tert-butyl ester). Yield: 65.7%. RXN SMILES: Cl[C:2]1[C:7]([NH2:8])=[CH:6][C:5]([F:9])=[CH:4][N:3]=1.[C:10]([O:14][C:15]([N:17]1[CH2:22][CH:21]=[C:20](B2OC(C)(C)C(C)(C)O2)[CH2:19][CH2:18]1)=[O:16])([CH3:13])([CH3:12])[CH3:11].C(=O)([O-])[O-].[Na+].[Na+]>O1CCOCC1.O.Cl[Pd](Cl)([P](C1C=CC=CC=1)(C1C=CC=CC=1)C1C=CC=CC=1)[P](C1C=CC=CC=1)(C1C=CC=CC=1)C1C=CC=CC=1>[C:10]([O:14][C:15]([N:17]1[CH2:18][CH:19]=[C:20]([C:2]2[C:7]([NH2:8])=[CH:6][C:5]([F:9])=[CH:4][N:3]=2)[CH2:21][CH2:22]1)=[O:16])([CH3:13])([CH3:11])[CH3:12] |f:2.3.4,^1:47,66|. Reported procedure: A degassed solution of 2-chloro-5-fluoro-3-amino-pyridine (3.5 g), 4-(4,4,5,5-tetramethyl-[1,3,2]dioxaborolan-2-yl)-3,6-dihydro-2H-pyridine-1-carboxylic acid tert-butyl ester (8.89 g) (prepared as described in WO 2006/003494) and bis(triphenylphosphine)palladium(II) chloride (0.84 g) in dioxane (157 ml) was treated with a degassed solution of sodium carbonate (7.6 g) in water (72 ml). The reaction mixture was stirred at reflux for 1 hour, cooled to ambient temperature and the solvent evaporated ... Reactants: NC=1C=NC2=CC=CC=C2C1N (3,4-diaminoquinoline), Cl.ClC(=O)C12CCCN2CCC1 (5-chlorocarbonyl-1-azabicyclo[3.3.0]octane hydrochloride). Solvent: N1=CC=CC=C1 (pyridine). Yields the product NC1=C(C=NC2=CC=CC=C12)NC(=O)C12CCCN2CCC1 (4-Amino-3-(1-azabicyclo[3.3.0]octan-5-yl)carbonylaminoquinoline). The yield is 41.8%. RXN SMILES: [NH2:1][C:2]1[CH:3]=[N:4][C:5]2[C:10]([C:11]=1[NH2:12])=[CH:9][CH:8]=[CH:7][CH:6]=2.Cl.Cl[C:15]([C:17]12[CH2:24][CH2:23][CH2:22][N:21]1[CH2:20][CH2:19][CH2:18]2)=[O:16]>N1C=CC=CC=1>[NH2:12][C:11]1[C:10]2[C:5](=[CH:6][CH:7]=[CH:8][CH:9]=2)[N:4]=[CH:3][C:2]=1[NH:1][C:15]([C:17]12[CH2:24][CH2:23][CH2:22][N:21]1[CH2:20][CH2:19][CH2:18]2)=[O:16] |f:1.2|. Reported procedure: In 330 ml of pyridine was dissolved 5.52 g (34.7 mmol) of 3,4-diaminoquinoline. To the solution was slowly added 7.70 g (36.5 mmol) of 5-chlorocarbonyl-1-azabicyclo[3.3.0]octane hydrochloride while stirring at -15° to 20° C., followed by stirring at 15 to 20° C. for 16 hours. The reaction mixture was concentrated under reduced pressure, and 100 ml of a saturated sodium hydrogen-carbonate aqueous solution was added to the residue. The mixture was extracted with 800 ml of chloroform. The extract w... Starting materials: CC1(OCC(CO1)COC1=C(C=NC=C1C)C)C (4-((2,2-dimethyl-1,3-dioxan-5-yl)methoxy)-3,5-dimethylpyridine), SC=1NC2=C(N1)C=CC=C2 (2-mercaptobenzimidazole), [OH-].[Na+] (sodium hydroxide), CO (methanol). Run at time 55 minute. Yields the product CC1(OCC(CO1)COC1=C(C(=NC=C1C)CSC1=NC2=C(N1)C=CC=C2)C)C (2-(((4-((2,2-dimethyl-1,3-dioxan-5-yl)methoxy)-3,5-dimethylpyridin-2-yl)methyl)thio)-1H-benzimidazole). Yield: 84.9%. As a reaction SMILES: [CH3:1][C:2]1([CH3:18])[O:7][CH2:6][CH:5]([CH2:8][O:9][C:10]2[C:15]([CH3:16])=[CH:14][N:13]=[CH:12][C:11]=2[CH3:17])[CH2:4][O:3]1.[SH:19][C:20]1[NH:21][C:22]2[CH:28]=[CH:27][CH:26]=[CH:25][C:23]=2[N:24]=1.[OH-].[Na+].[CH3:31]O>>[CH3:1][C:2]1([CH3:18])[O:7][CH2:6][CH:5]([CH2:8][O:9][C:10]2[C:11]([CH3:17])=[CH:12][N:13]=[C:14]([CH2:31][S:19][C:20]3[NH:24][C:23]4[CH:25]=[CH:26][CH:27]=[CH:28][C:22]=4[N:21]=3)[C:15]=2[CH3:16])[CH2:4][O:3]1 |f:2.3|. Reported procedure: To a mixture of 2-(chloromethyl)-(4-((2,2-dimethyl-1,3-dioxan-5-yl)methoxy)-3,5-dimethylpyridine (837 mg, 2.79 mmol), 2-mercaptobenzimidazole (419 mg, 2.79 mmol) and sodium hydroxide (223 mg, 5.58 mmol), methanol (20 ml) was added and the mixture was stirred at room temperature for 12 hours and 55 minutes. The reaction mixture was concentrated under reduced pressure. Toluene and a 0.1N aqueous sodium hydroxide solution were added to the residue and insoluble substance was removed by filtration, ...